Dataset: the Open Reaction Database (ORD), a public repository of structured organic reaction records. Task: describe an organic reaction: reactants, conditions, products, and yield The reactants are CCO, [Na+], [OH-], CCOC(=O)C(C)(C)c1cn2nc(NCCCN3CCC(OC(c4ccccc4)c4ccccc4)CC3)ccc2n1. Product: CC(C)(C(=O)O)c1cn2nc(NCCCN3CCC(OC(c4ccccc4)c4ccccc4)CC3)ccc2n1. Reaction SMILES: [CH3:44][CH2:45][OH:46].[Na+:43].[OH-:42].[c:1]1([CH:7]([O:8][CH:9]2[CH2:10][CH2:11][N:12]([CH2:15][CH2:16][CH2:17][NH:18][c:19]3[cH:20][cH:21][c:22]4[n:23]([n:24]3)[cH:25][c:26]([C:28]([C:29](=[O:30])[O:31][CH2:32][CH3:33])([CH3:34])[CH3:35])[n:27]4)[CH2:13][CH2:14]2)[c:36]2[cH:37][cH:38][cH:39][cH:40][cH:41]2)[cH:2][cH:3][cH:4][cH:5][cH:6]1>>[c:1]1([CH:7]([O:8][CH:9]2[CH2:10][CH2:11][N:12]([CH2:15][CH2:16][CH2:17][NH:18][c:19]3[cH:20][cH:21][c:22]4[n:23]([n:24]3)[cH:25][c:26]([C:28]([C:29](=[O:30])[OH:31])([CH3:34])[CH3:35])[n:27]4)[CH2:13][CH2:14]2)[c:36]2[cH:37][cH:38][cH:39][cH:40][cH:41]2)[cH:2][cH:3][cH:4][cH:5][cH:6]1. Reactants: Fc1cccc(CBr)c1F, O=C([O-])[O-], [Cs+], [Cs+], CN(C)C=O, O=C(Cc1ccc(O)cc1)Nc1cccc2c1cnn2CCN1CCCC1. The product is O=C(Cc1ccc(OCc2cccc(F)c2F)cc1)Nc1cccc2c1cnn2CCN1CCCC1. As a reaction SMILES: [Br:28][CH2:29][c:30]1[c:31]([F:37])[c:32]([F:36])[cH:33][cH:34][cH:35]1.[C:38](=[O:39])([O-:40])[O-:41].[Cs+:42].[Cs+:43].[O:44]=[CH:45][N:46]([CH3:47])[CH3:48].[OH:1][c:2]1[cH:3][cH:4][c:5]([CH2:8][C:9](=[O:10])[NH:11][c:12]2[c:13]3[cH:14][n:15][n:16]([CH2:21][CH2:22][N:23]4[CH2:24][CH2:25][CH2:26][CH2:27]4)[c:17]3[cH:18][cH:19][cH:20]2)[cH:6][cH:7]1>>[O:1]([c:2]1[cH:3][cH:4][c:5]([CH2:8][C:9](=[O:10])[NH:11][c:12]2[c:13]3[cH:14][n:15][n:16]([CH2:21][CH2:22][N:23]4[CH2:24][CH2:25][CH2:26][CH2:27]4)[c:17]3[cH:18][cH:19][cH:20]2)[cH:6][cH:7]1)[CH2:29][c:30]1[c:31]([F:37])[c:32]([F:36])[cH:33][cH:34][cH:35]1. The reactants are O=C([O-])[O-], COC(=O)c1ccc(Cl)c([N+](=O)[O-])c1, CC(C)=O, [Cs+], [Cs+], Oc1ccc(S)cc1. The product is COC(=O)c1ccc(Sc2ccc(O)cc2)c([N+](=O)[O-])c1. As a reaction SMILES: [C:23](=[O:24])([O-:25])[O-:26].[CH3:1][O:2][C:3]([c:4]1[cH:5][c:6]([N+:11](=[O:12])[O-:13])[c:7]([Cl:10])[cH:8][cH:9]1)=[O:14].[CH3:29][C:30](=[O:31])[CH3:32].[Cs+:27].[Cs+:28].[SH:15][c:16]1[cH:17][cH:18][c:19]([OH:22])[cH:20][cH:21]1>>[CH3:1][O:2][C:3]([c:4]1[cH:5][c:6]([N+:11](=[O:12])[O-:13])[c:7]([S:15][c:16]2[cH:17][cH:18][c:19]([OH:22])[cH:20][cH:21]2)[cH:8][cH:9]1)=[O:14]. Reactants: F[C@@H]1[C@@H]2C=3C=CC(=CC3C[C@H]([C@H]2[C@@H]2CC[C@@H]([C@@]2(C)C1)O)CCCCCI)O (11β-fluor-7α-(5-iodopentyl)-estra-1,3,5(10)-triene-3,17β-diol), C(C1=CC=CC=C1)OCCCNC ((3-benzyloxy-propyl)-methyl-amine), [Cl-].[Na+] (sodium chloride). Solvent: CN1C(CCC1)=O (1-methyl-2-pyrrolidinone). Yields the product C(C1=CC=CC=C1)OCCCN(CCCCC[C@H]1[C@H]2[C@@H]3CC[C@@H]([C@@]3(C)C[C@@H]([C@@H]2C=2C=CC(=CC2C1)O)F)O)C (7α-{5-[(3-benzyloxy-propyl)-methyl-amino]-pentyl}-11β-fluor-estra-1,3,5(10)-triene-3,17β-diol). The yield is 44.1%. Reaction SMILES: [F:1][C@H:2]1[CH2:19][C@@:17]2([CH3:18])[C@@H:13]([CH2:14][CH2:15][C@@H:16]2[OH:20])[C@H:12]2[C@H:3]1[C:4]1[CH:5]=[CH:6][C:7]([OH:27])=[CH:8][C:9]=1[CH2:10][C@H:11]2[CH2:21][CH2:22][CH2:23][CH2:24][CH2:25]I.[CH2:28]([O:35][CH2:36][CH2:37][CH2:38][NH:39][CH3:40])[C:29]1[CH:34]=[CH:33][CH:32]=[CH:31][CH:30]=1.[Cl-].[Na+]>CN1CCCC1=O>[CH2:28]([O:35][CH2:36][CH2:37][CH2:38][N:39]([CH3:40])[CH2:25][CH2:24][CH2:23][CH2:22][CH2:21][C@@H:11]1[CH2:10][C:9]2[CH:8]=[C:7]([OH:27])[CH:6]=[CH:5][C:4]=2[C@@H:3]2[C@@H:12]1[C@H:13]1[C@@:17]([CH2:19][C@@H:2]2[F:1])([CH3:18])[C@@H:16]([OH:20])[CH2:15][CH2:14]1)[C:29]1[CH:34]=[CH:33][CH:32]=[CH:31][CH:30]=1 |f:2.3|. Procedure details: A solution of 486 mg of 11β-fluor-7α-(5-iodopentyl)-estra-1,3,5(10)-triene-3,17β-diol in 10 ml of 1-methyl-2-pyrrolidinone is stirred with 540 mg of (3-benzyloxy-propyl)-methyl-amine for 3 hours at a bath temperature of 80° C. Then, the batch is added to saturated sodium chloride solution, extracted with ether, dried on sodium sulfate, concentrated by evaporation in a vacuum and chromatographed on silica gel with methylene chloride/methanol/ammonia. 237 mg of 7α-{5-[(3-benzyloxy-propyl)-methyl-a...